This data is from the Open Reaction Database (ORD), a public repository of structured organic reaction records. The task is: describe an organic reaction: reactants, conditions, products, and yield Starting materials: [Al+3], C1CCOC1, [H-], [H-], [H-], [H-], [Li+], CCOC(=O)CCCn1c(-c2ccc3c(c2)OCO3)nc2ccccc21. The product is OCCCCn1c(-c2ccc3c(c2)OCO3)nc2ccccc21. As a reaction SMILES: [Al+3:28].[CH2:33]1[O:34][CH2:35][CH2:36][CH2:37]1.[H-:27].[H-:30].[H-:31].[H-:32].[Li+:29].[O:1]1[CH2:2][O:3][c:4]2[c:5]1[cH:6][cH:7][c:8](-[c:10]1[n:11][c:12]3[c:13]([n:14]1[CH2:15][CH2:16][CH2:17][C:18](=[O:19])[O:20][CH2:21][CH3:22])[cH:23][cH:24][cH:25][cH:26]3)[cH:9]2>>[O:1]1[CH2:2][O:3][c:4]2[c:5]1[cH:6][cH:7][c:8](-[c:10]1[n:11][c:12]3[c:13]([n:14]1[CH2:15][CH2:16][CH2:17][CH2:18][OH:19])[cH:23][cH:24][cH:25][cH:26]3)[cH:9]2. Starting materials: COc1nc(N(C(=O)OC(C)(C)C)C(=O)OC(C)(C)C)nc2c1ncn2O, CCOC(=O)N=NC(=O)OCC, C1CCOC1, CC(C)OP(=O)(C=CCCO)OC(C)C, c1ccc(P(c2ccccc2)c2ccccc2)cc1. Product: COc1nc(N(C(=O)OC(C)(C)C)C(=O)OC(C)(C)C)nc2c1ncn2OCCC=CP(=O)(OC(C)C)OC(C)C. As a reaction SMILES: [C:1]([CH3:2])([CH3:3])([CH3:4])[O:5][C:6](=[O:7])[N:8]([c:9]1[n:10][c:11]([O:19][CH3:20])[c:12]2[n:13][cH:14][n:15]([OH:18])[c:16]2[n:17]1)[C:21](=[O:22])[O:23][C:24]([CH3:25])([CH3:26])[CH3:27].[O:62]=[C:63]([O:64][CH2:65][CH3:66])[N:67]=[N:68][C:69]([O:70][CH2:71][CH3:72])=[O:73].[O:74]1[CH2:75][CH2:76][CH2:77][CH2:78]1.[OH:28][CH2:29][CH2:30][CH:31]=[CH:32][P:33]([O:34][CH:35]([CH3:36])[CH3:37])([O:38][CH:39]([CH3:40])[CH3:41])=[O:42].[c:43]1([P:44]([c:45]2[cH:46][cH:47][cH:48][cH:49][cH:50]2)[c:51]2[cH:52][cH:53][cH:54][cH:55][cH:56]2)[cH:57][cH:58][cH:59][cH:60][cH:61]1>>[C:1]([CH3:2])([CH3:3])([CH3:4])[O:5][C:6](=[O:7])[N:8]([c:9]1[n:10][c:11]([O:19][CH3:20])[c:12]2[n:13][cH:14][n:15]([O:18][CH2:29][CH2:30][CH:31]=[CH:32][P:33]([O:34][CH:35]([CH3:36])[CH3:37])([O:38][CH:39]([CH3:40])[CH3:41])=[O:42])[c:16]2[n:17]1)[C:21](=[O:22])[O:23][C:24]([CH3:25])([CH3:26])[CH3:27]. Reaction SMILES: [C:32](=[O:33])([O-:34])[O-:35].[CH3:11][S:12]([O:13][CH2:16][CH:17]1[C:18]([CH3:30])([OH:31])[CH2:19][CH2:20][CH:21]2[C:22]([CH3:28])([CH3:29])[CH2:23][CH2:24][CH2:25][C:26]12[CH3:27])(=[O:14])=[O:15].[CH3:1][O:2][c:3]1[cH:4][c:5]([SH:10])[cH:6][c:7]([CH3:9])[cH:8]1.[CH3:38][C:39]#[N:40].[Cs+:36].[Cs+:37]>>[CH3:1][O:2][c:3]1[cH:4][c:5]([S:10][CH2:16][CH:17]2[C:18]([CH3:30])([OH:31])[CH2:19][CH2:20][CH:21]3[C:22]([CH3:28])([CH3:29])[CH2:23][CH2:24][CH2:25][C:26]23[CH3:27])[cH:6][c:7]([CH3:9])[cH:8]1. Yields the product COc1cc(C)cc(SCC2C(C)(O)CCC3C(C)(C)CCCC32C)c1. Starting materials: O=C([O-])[O-], CC1(C)CCCC2(C)C1CCC(C)(O)C2COS(C)(=O)=O, COc1cc(C)cc(S)c1, CC#N, [Cs+], [Cs+]. Reactants: CC1(CCC(CC1)CC1=NC=2N(C3=C1C(=NN3)C)N=CC2C=2C=NC(=CC2)C2=CC=CC=C2)C(=O)OCC (ethyl 1-methyl-4-((3-methyl-6-(6-phenylpyridin-3-yl)-1H-dipyrazolo[1,5-a:4′,3′-e]pyrimidin-4-yl)methyl)cyclohexanecarboxylate), Cl (HCl), C1CCOC1 (THF), O[Li].O (LiOH.H2O). The solvent is O (H2O). Reaction conditions: temperature 80 celsius, time 4 day. Product: CC1(CCC(CC1)CC1=NC=2N(C3=C1C(=NN3)C)N=CC2C=2C=NC(=CC2)C2=CC=CC=C2)C(=O)O (1-methyl-4-((3-methyl-6-(6-phenylpyridin-3-yl)-1H-dipyrazolo[1,5-a:4′,3′-e]pyrimidin-4-yl)methyl)cyclohexanecarboxylic acid). Reaction SMILES: [CH3:1][C:2]1([C:34]([O:36]CC)=[O:35])[CH2:7][CH2:6][CH:5]([CH2:8][C:9]2[C:14]3[C:15]([CH3:18])=[N:16][NH:17][C:13]=3[N:12]3[N:19]=[CH:20][C:21]([C:22]4[CH:23]=[N:24][C:25]([C:28]5[CH:33]=[CH:32][CH:31]=[CH:30][CH:29]=5)=[CH:26][CH:27]=4)=[C:11]3[N:10]=2)[CH2:4][CH2:3]1.C1COCC1.O[Li].O.Cl>O>[CH3:1][C:2]1([C:34]([OH:36])=[O:35])[CH2:3][CH2:4][CH:5]([CH2:8][C:9]2[C:14]3[C:15]([CH3:18])=[N:16][NH:17][C:13]=3[N:12]3[N:19]=[CH:20][C:21]([C:22]4[CH:23]=[N:24][C:25]([C:28]5[CH:29]=[CH:30][CH:31]=[CH:32][CH:33]=5)=[CH:26][CH:27]=4)=[C:11]3[N:10]=2)[CH2:6][CH2:7]1 |f:2.3|. Procedure details: To a 20 mL scintillation vial was charged ethyl 1-methyl-4-((3-methyl-6-(6-phenylpyridin-3-yl)-1H-dipyrazolo[1,5-a:4′,3′-e]pyrimidin-4-yl)methyl)cyclohexanecarboxylate (Int-6c, 0.03 mmol). To this residue was added 2:1 THF:H2O (1.5 mL) and LiOH.H2O (20 mg). The resulting solution was stirred at 80° C. for 4 days. After 4 days, the reaction was brought to pH 3 with 1N HCl(aq). The reaction was reduced in vacuo and the residue was purified via reverse-phase preparatory HPLC to 1-methyl-4-((3-methy... The product is CCCCC12CCC3CC(=O)C1C32. As a reaction SMILES: [CH2:1]([CH2:2][CH2:3][CH3:4])[C:5]12[C:6](=[O:13])[CH2:7][CH:8]([CH:9]=[CH:10]1)[CH2:11][CH2:12]2.[CH2:23]1[CH2:24][CH2:25][CH2:26][CH2:27][CH2:28]1.[CH3:14][C:15]([c:16]1[cH:17][cH:18][cH:19][cH:20][cH:21]1)=[O:22].[Hg:29]>>[CH2:1]([CH2:2][CH2:3][CH3:4])[C:5]12[CH:9]3[CH:8]([CH2:7][C:6](=[O:13])[CH:10]13)[CH2:11][CH2:12]2. Starting materials: CCCCC12C=CC(CC1)CC2=O, C1CCCCC1, CC(=O)c1ccccc1, [Hg]. The reactants are solution, CC(C)([O-])C.[K+] (potassium t-butoxide), C(C)(=O)O (acetic acid), [Si](C)(C)(C(C)(C)C)OC(=O)C([C@](O)([C@H](O)C(O)C(C1=CC=CC=C1)=O)C(C1=CC=CC=C1)=O)(F)F (1-(t-butyldimethylsilyloxy)-3,5-bis(benzoyl)-2-deoxy-2,2-difluororibose). The solvent is O1CCCC1 (tetrahydrofuran), O1CCCC1 (tetrahydrofuran), C(C)(=O)OCC (ethyl acetate). Conditions: temperature -78 celsius, time 15 minute. The product is [Si](C)(C)(C(C)(C)C)OC(=O)C([C@H](O)[C@H](O)C(O)C(C1=CC=CC=C1)=O)(F)F (1-(t-butyldimethylsilyloxy)-5-benzoyl-2-deoxy-2,2-difluororibose). Yield: 89.5%. RXN SMILES: [Si:1]([O:8][C:9]([C:11]([F:35])([F:34])[C@@:12](C(=O)C1C=CC=CC=1)([C@@H:14]([CH:16]([C:18](=[O:25])[C:19]1[CH:24]=[CH:23][CH:22]=[CH:21][CH:20]=1)[OH:17])[OH:15])[OH:13])=[O:10])([C:4]([CH3:7])([CH3:6])[CH3:5])([CH3:3])[CH3:2].CC(C)([O-])C.[K+].C(O)(=O)C>O1CCCC1.C(OCC)(=O)C>[Si:1]([O:8][C:9]([C:11]([F:34])([F:35])[C@@H:12]([C@@H:14]([CH:16]([C:18](=[O:25])[C:19]1[CH:24]=[CH:23][CH:22]=[CH:21][CH:20]=1)[OH:17])[OH:15])[OH:13])=[O:10])([C:4]([CH3:7])([CH3:6])[CH3:5])([CH3:3])[CH3:2] |f:1.2|. Reported procedure: To a solution of 0.97 g (2.0 mmol) of 1-(t-butyldimethylsilyloxy)-3,5-bis(benzoyl)-2-deoxy-2,2-difluororibose in tetrahydrofuran (40 ml) cooled to -78° C. were added 4.0 ml of a 1M solution of potassium t-butoxide in tetrahydrofuran (4.0 mmol) dropwise. The reaction mixture was stirred 15 minutes at -78° C. and was then quenched with 0.45 ml glacial acetic acid (8.0 mmol). The reaction mixture was diluted with ethyl acetate (100 ml) and washed with brine (50 ml). The separated organic layer was ... Starting materials: O=[N+]([O-])c1ccc2c(ccn2Cc2ccccc2)c1, CCOC(C)=O, CO, [H][H]. Yields the product Nc1ccc2c(ccn2Cc2ccccc2)c1. As a reaction SMILES: [CH2:1]([c:2]1[cH:3][cH:4][cH:5][cH:6][cH:7]1)[n:8]1[cH:9][cH:10][c:11]2[cH:12][c:13]([N+:17]([O-:18])=[O:19])[cH:14][cH:15][c:16]12.[CH3:22][CH2:23][O:24][C:25](=[O:26])[CH3:27].[CH3:28][OH:29].[H:20][H:21]>>[CH2:1]([c:2]1[cH:3][cH:4][cH:5][cH:6][cH:7]1)[n:8]1[cH:9][cH:10][c:11]2[cH:12][c:13]([NH2:17])[cH:14][cH:15][c:16]12.